From a dataset of the Open Reaction Database (ORD), a public repository of structured organic reaction records. describe an organic reaction: reactants, conditions, products, and yield Procedure details: To a stirred solution of 2-[5-(toluene-4-sulfonyl)-1-(2-trimethylsilanyl-ethoxymethyl)-1H-imidazol-4-yl]-pyridine (0.15 g, 0.35 mmol) in dry THF (10 mL) was added 2.5 M n-BuLi solution in hexane (0.21 mL, 0.525 mmol) under N2 at −78° C. After 20 minutes at this temperature, a solution of N-4-chlorobenzylindole-3-carboxaldehyde (0.1 g, 0.37 mmol) in dry THF (3 mL) was then added through a cannula. Stirring was continued at this temperature for 1 hour. The reaction was then quenched with H2O (10 m... The solvent is C1CCOC1 (THF), C1CCOC1 (THF). Yield: 26.6%. The reactants are C1(=CC=C(C=C1)S(=O)(=O)C1=C(N=CN1COCC[Si](C)(C)C)C1=NC=CC=C1)C (2-[5-(toluene-4-sulfonyl)-1-(2-trimethylsilanyl-ethoxymethyl)-1H-imidazol-4-yl]-pyridine), [Li]CCCC (n-BuLi), CCCCCC (hexane), ClC1=CC=C(CN2C=C(C3=CC=CC=C23)C=O)C=C1 (N-4-chlorobenzylindole-3-carboxaldehyde). Run at time 20 minute. Yields the product desired intermediate, ClC1=CC=C(CN2C=C(C3=CC=CC=C23)C(O)C=2N(C(=C(N2)C2=NC=CC=C2)S(=O)(=O)C2=CC=C(C=C2)C)COCC[Si](C)(C)C)C=C1 ([1-(4-chloro-benzyl)-1H-indol-3-yl]-[4-pyridin-2-yl-5-(toluene-4-sulfonyl)-1-(2-trimethylsilanyl-ethoxymethyl)-1H-imidazol-2-yl]-methanol). As a reaction SMILES: [C:1]1([CH3:29])[CH:6]=[CH:5][C:4]([S:7]([C:10]2[N:14]([CH2:15][O:16][CH2:17][CH2:18][Si:19]([CH3:22])([CH3:21])[CH3:20])[CH:13]=[N:12][C:11]=2[C:23]2[CH:28]=[CH:27][CH:26]=[CH:25][N:24]=2)(=[O:9])=[O:8])=[CH:3][CH:2]=1.[Li]CCCC.CCCCCC.[Cl:41][C:42]1[CH:59]=[CH:58][C:45]([CH2:46][N:47]2[C:55]3[C:50](=[CH:51][CH:52]=[CH:53][CH:54]=3)[C:49]([CH:56]=[O:57])=[CH:48]2)=[CH:44][CH:43]=1>C1COCC1>[Cl:41][C:42]1[CH:43]=[CH:44][C:45]([CH2:46][N:47]2[C:55]3[C:50](=[CH:51][CH:52]=[CH:53][CH:54]=3)[C:49]([CH:56]([C:13]3[N:14]([CH2:15][O:16][CH2:17][CH2:18][Si:19]([CH3:22])([CH3:21])[CH3:20])[C:10]([S:7]([C:4]4[CH:5]=[CH:6][C:1]([CH3:29])=[CH:2][CH:3]=4)(=[O:9])=[O:8])=[C:11]([C:23]4[CH:28]=[CH:27][CH:26]=[CH:25][N:24]=4)[N:12]=3)[OH:57])=[CH:48]2)=[CH:58][CH:59]=1.